Dataset: the Open Reaction Database (ORD), a public repository of structured organic reaction records. Task: describe an organic reaction: reactants, conditions, products, and yield The reactants are 165069b, ClC(C(=O)O)Cl (dichloroacetic acid), CC1=CC[C@@H]2C[C@H]1C2(C)C ((+)-alpha-pinene). Solvent: O (water). Run at time 8 hour. The product is CC1=CC[C@@H](CC1)C(C)(C)O ((+)-alpha-terpineol). The yield is 61.7%. Reaction SMILES: ClC(Cl)C(O)=[O:4].[CH3:7][C:8]1[C@@H:13]2[C:14]([CH3:16])([CH3:15])[C@@H:11]([CH2:12]2)[CH2:10][CH:9]=1>O>[CH3:7][C:8]1[CH2:13][CH2:12][C@@H:11]([C:14]([OH:4])([CH3:16])[CH3:15])[CH2:10][CH:9]=1. Procedure: Following a procedure described in Matsubara, et al., Chem. Abstr., 84:165069b (1976), 64.5 g of dichloroacetic acid was added dropwise over 20 minutes at 5°-6° C. to a magnetically stirred mixture of 68.0 g of (+)-alpha-pinene ([alpha]D +47.1°) and 9.0 g of water. After stirring overnight at 5°-30° C. (ice allowed to melt slowly), the mixture was extracted with 400 ml of methylene chloride. The extract was washed successively with water, aqueous potassium carbonate solution and water, dried and... Reactants: COC1=C(C(=O)O)C=CC=C1 (2-Methoxy-benzoic acid), C(C(C)C)C=1C=C(C=CC1OC)B1OC(C(O1)(C)C)(C)C (2-(3-isobutyl-4-methoxyphenyl)-4,4,5,5-tetramethyl-1,3,2-dioxaborolane), ( 100 ), C(C1=CC=CC=C1)C=1C=C(C=CC1C1=CC(=C(C=C1)O)CC(C)C)C1=C(C=C(C=C1)CCC#N)CC(C)C (3-(3′-Benzyl-4″-hydroxy-2,3″-diisobutyl-1,1′:4′,1″-terphenyl-4-yl)propanenitrile), COC1=C(C=O)C=CC=C1 (2-Methoxybenzaldehyde), C(C1=CC=CC=C1)C=1C=C(C=CC1C1=CC(=C(C=C1)OCC#N)CC1=CC=CC=C1)C1=C(C=C(C=C1)CCC#N)CC(C)C (3-(3′,3″-dibenzyl-4″-(cyanomethoxy)-2-isobutyl-1,1′:4′,1″-terphenyl-4-yl)propanenitrile), C(C1=CC=CC=C1)C1=C(C=CC(=C1)Br)O (2-benzyl-4-bromo-phenol), BrC=1C=CC(=C(C(=O)O)C1)OC (5-Bromo-2-methoxy-benzoic acid), ( 48 ), COC1=C(C=O)C=CC=C1 (2-Methoxybenzaldehyde), ( 83 ). Yields the product C(C(C)C)C1=C(C=CC(=C1)CCC#N)C1=CC(=C(C=C1)OC)CC1=CC=CC2=CC=CC=C12 (3-(2-Isobutyl-4′-methoxy-3′-naphthalen-1-ylmethyl-biphenyl-4-yl)propionitrile). RXN SMILES: [CH3:1][O:2][C:3]1[CH:11]=[CH:10][CH:9]=[CH:8][C:4]=1[C:5](O)=O.COC1C=CC=CC=1C=O.C(C1C=C(C2C=CC(CCC#N)=CC=2CC(C)C)[CH:32]=[CH:33][C:34]=1[C:35]1[CH:40]=[CH:39][C:38](O)=[C:37]([CH2:42][CH:43]([CH3:45])[CH3:44])[CH:36]=1)C1C=CC=CC=1.C(C1C=C(B2OC(C)(C)C(C)(C)O2)C=CC=1OC)C(C)C.BrC1C=CC(OC)=C(C=1)C(O)=O.[CH2:93]([C:100]1[CH:105]=[C:104](Br)C=CC=1O)[C:94]1[CH:99]=[CH:98][CH:97]=[CH:96][CH:95]=1.C(C1C=C(C2C=CC(CCC#N)=CC=2CC(C)C)C=CC=1C1C=CC(OCC#[N:130])=C(CC2C=CC=CC=2)C=1)C1C=CC=CC=1>>[CH2:42]([C:37]1[CH:36]=[C:35]([CH2:34][CH2:33][C:32]#[N:130])[CH:40]=[CH:39][C:38]=1[C:9]1[CH:10]=[CH:11][C:3]([O:2][CH3:1])=[C:4]([CH2:5][C:93]2[C:94]3[C:95](=[CH:96][CH:97]=[CH:98][CH:99]=3)[CH:104]=[CH:105][CH:100]=2)[CH:8]=1)[CH:43]([CH3:44])[CH3:45]. Reported procedure: 452 mg (1.35 mmol) 4-(2-Cyanoethyl)-2-isobutylphenyl-trifluormethanesulfonate (6), 637.8 mg (1.70 mmol, 1.26 eq.) 2-(4-Methoxy-3-naphthalen-1-ylmethyl-phenyl)-4,4,5,5-tetramethyl-[1,3,2]dioxaborolane (64) and 236.8 mg (205 μmol, 0.15 eq.) Pd(Ph3P)4 were dissolved in 20 ml DME/EtOH (9+1). To this yellow solution 1.35 ml (2.70 mmol, 2 eq.) of a 2 M aq. Na2CO3-solution was added and the resulting mixture was heated at 80° C. for 15 h. After concentrating the mixture in vacuo the residue was taken u... Starting materials: O=Cc1cccc(Br)c1, C1CCOC1, [Li]CCCC, Cn1cccc1, CCOC(C)=O, CN(C)CCN(C)C, [F-], [K+], C1COCCO1. Product: Cn1cccc1-c1cccc(C=O)c1. As a reaction SMILES: [Br:20][c:21]1[cH:22][c:23]([CH:24]=[O:25])[cH:26][cH:27][cH:28]1.[CH2:31]1[O:32][CH2:33][CH2:34][CH2:35]1.[CH3:15][CH2:16][CH2:17][CH2:18][Li:19].[CH3:1][n:2]1[cH:3][cH:4][cH:5][cH:6]1.[CH3:36][CH2:37][O:38][C:39](=[O:40])[CH3:41].[CH3:7][N:8]([CH3:9])[CH2:10][CH2:11][N:12]([CH3:13])[CH3:14].[F-:29].[K+:30].[O:42]1[CH2:43][CH2:44][O:45][CH2:46][CH2:47]1>>[CH3:1][n:2]1[c:3](-[c:21]2[cH:22][c:23]([CH:24]=[O:25])[cH:26][cH:27][cH:28]2)[cH:4][cH:5][cH:6]1. Starting materials: ClCCCl, CN1CCOCC1, Cc1[nH]c(C(=O)O)c(Cl)c1Cl, ClCCl, Cl, CCOC(=O)N1CCC(N)C(OCC)C1, On1nnc2ccccc21. The product is CCOC(=O)N1CCC(NC(=O)c2[nH]c(C)c(Cl)c2Cl)C(OCC)C1. Reaction SMILES: [CH2:44]([Cl:45])[CH2:46][Cl:47].[CH3:37][N:38]1[CH2:39][CH2:40][O:41][CH2:42][CH2:43]1.[Cl:1][c:2]1[c:3]([C:9](=[O:10])[OH:11])[nH:4][c:5]([CH3:8])[c:6]1[Cl:7].[Cl:49][CH2:50][Cl:51].[ClH:48].[NH2:12][CH:13]1[CH:14]([O:24][CH2:25][CH3:26])[CH2:15][N:16]([C:19](=[O:20])[O:21][CH2:22][CH3:23])[CH2:17][CH2:18]1.[OH:27][n:28]1[c:29]2[c:30]([cH:31][cH:32][cH:33][cH:34]2)[n:35][n:36]1>>[Cl:1][c:2]1[c:3]([C:9](=[O:11])[NH:12][CH:13]2[CH:14]([O:24][CH2:25][CH3:26])[CH2:15][N:16]([C:19](=[O:20])[O:21][CH2:22][CH3:23])[CH2:17][CH2:18]2)[nH:4][c:5]([CH3:8])[c:6]1[Cl:7]. The reactants are O (Water), Cl.C(C)(C)(C)C1=NN(C=N1)CCl (3-t-butyl-1-(chloromethyl)-1H-1,2,4-triazole hydrochloride), FC(CCC(C#N)C#N)(F)F ((3,3,3-trifluoropropyl) malononitrile), C([O-])([O-])=O.[K+].[K+] (potassium carbonate). Solvent: CN(C=O)C (N,N-dimethylformamide). Yields the product C(C)(C)(C)C1=NN(C=N1)CC(C#N)(C#N)CCC(F)(F)F ([(3-t-butyl-1H-1,2,4-triazole-1-yl)methyl](3,3,3-trifluoropropyl) malononitrile). The yield is 33.6%. Reaction SMILES: Cl.[C:2]([C:6]1[N:10]=[CH:9][N:8]([CH2:11]Cl)[N:7]=1)([CH3:5])([CH3:4])[CH3:3].[F:13][C:14]([F:23])([F:22])[CH2:15][CH2:16][CH:17]([C:20]#[N:21])[C:18]#[N:19].C(=O)([O-])[O-].[K+].[K+].O>CN(C)C=O>[C:2]([C:6]1[N:10]=[CH:9][N:8]([CH2:11][C:17]([CH2:16][CH2:15][C:14]([F:13])([F:22])[F:23])([C:18]#[N:19])[C:20]#[N:21])[N:7]=1)([CH3:5])([CH3:4])[CH3:3] |f:0.1,3.4.5|. Reported procedure: 1.61 g of 3-t-butyl-1-(chloromethyl)-1H-1,2,4-triazole hydrochloride and 1.24 g of (3,3,3-trifluoropropyl) malononitrile were dissolved in 22 ml of N,N-dimethylformamide. 2.13 g of potassium carbonate was added to the solution under ice cooling with stirring, followed by stirring at room temperature for 4 hours. Water was added to the reaction mixture, and then extracted with MTBE. The organic layer was washed with water, dried over anhydrous magnesium sulfate, filtered, and concentrated under r... Starting materials: COC(=O)c1ccc(C(C)(C)C)cc1O, O=C([O-])[O-], [Cs+], [Cs+], Fc1cccc(C(F)(F)F)n1, CN(C)C=O, O. Product: COC(=O)c1ccc(C(C)(C)C)cc1Oc1cccc(C(F)(F)F)n1. Reaction SMILES: [C:1]([CH3:2])([CH3:3])([CH3:4])[c:5]1[cH:6][c:7]([OH:15])[c:8]([C:9](=[O:10])[O:11][CH3:12])[cH:13][cH:14]1.[C:27](=[O:28])([O-:29])[O-:30].[Cs+:31].[Cs+:32].[F:16][c:17]1[n:18][c:19]([C:23]([F:24])([F:25])[F:26])[cH:20][cH:21][cH:22]1.[O:33]=[CH:34][N:35]([CH3:36])[CH3:37].[OH2:38]>>[C:1]([CH3:2])([CH3:3])([CH3:4])[c:5]1[cH:6][c:7]([O:15][c:17]2[n:18][c:19]([C:23]([F:24])([F:25])[F:26])[cH:20][cH:21][cH:22]2)[c:8]([C:9](=[O:10])[O:11][CH3:12])[cH:13][cH:14]1. Reactants: C(C)(=O)C=1C(NC2=C(C=C(C(=C2C1C)[N+](=O)[O-])OS(=O)(=O)O)Cl)=O (3-Acetyl-8-chloro-4-methylsulfoxy-5-nitro-2-quinolinone), ClC1=CC=C(CN)C=C1 (p-chlorobenzylamine). The product is C(C)(=O)C=1C(NC2=C(C=CC(=C2C1NCC1=CC=C(C=C1)Cl)[N+](=O)[O-])Cl)=O (3-Acetyl-8-chloro-4-(p-chlorobenzylamino)-5-nitro-2-quinolinone). Yield: 57.1%. RXN SMILES: [C:1]([C:4]1[C:5](=[O:24])[NH:6][C:7]2[C:12]([C:13]=1C)=[C:11]([N+:15]([O-:17])=[O:16])[C:10](OS(O)(=O)=O)=[CH:9][C:8]=2[Cl:23])(=[O:3])[CH3:2].[Cl:25][C:26]1[CH:33]=[CH:32][C:29]([CH2:30][NH2:31])=[CH:28][CH:27]=1>>[C:1]([C:4]1[C:5](=[O:24])[NH:6][C:7]2[C:12]([C:13]=1[NH:31][CH2:30][C:29]1[CH:32]=[CH:33][C:26]([Cl:25])=[CH:27][CH:28]=1)=[C:11]([N+:15]([O-:17])=[O:16])[CH:10]=[CH:9][C:8]=2[Cl:23])(=[O:3])[CH3:2]. Reported procedure: 3-Acetyl-8-chloro-4-methylsulfoxy-5-nitro-2-quinolinone (3.28g, 0.01 mol ) and p-chlorobenzylamine (1.42g, 0.01 mol) were used, but the reaction was carried out as the above process of example 37 to obtain the desired product (2.32g, yield: 57%). The reactants are CO, CC(=O)O, C=C(CC(O)(C(=O)OCC)C(F)(F)F)c1cccc(F)c1OC, [H][H]. Yields the product CCOC(=O)C(O)(CC(C)c1cccc(F)c1OC)C(F)(F)F. As a reaction SMILES: [CH3:26][OH:27].[CH3:28][C:29](=[O:30])[OH:31].[F:1][c:2]1[c:3]([O:22][CH3:23])[c:4]([C:8]([CH2:9][C:10]([C:11](=[O:12])[O:13][CH2:14][CH3:15])([C:16]([F:17])([F:18])[F:19])[OH:20])=[CH2:21])[cH:5][cH:6][cH:7]1.[H:24][H:25]>>[F:1][c:2]1[c:3]([O:22][CH3:23])[c:4]([CH:8]([CH2:9][C:10]([C:11](=[O:12])[O:13][CH2:14][CH3:15])([C:16]([F:17])([F:18])[F:19])[OH:20])[CH3:21])[cH:5][cH:6][cH:7]1.